Dataset: the Open Reaction Database (ORD), a public repository of structured organic reaction records. Task: describe an organic reaction: reactants, conditions, products, and yield RXN SMILES: [CH2:1]([O:3][C:4](=[O:2])[c:6]1[cH:7][n:8][c:9]2[c:10]([O:18][CH3:19])[c:11]([Cl:17])[cH:12][c:13]([Cl:16])[c:14]2[cH:15]1)[CH3:5].[CH3:23][CH2:24][OH:25].[NH2:21][NH2:22].[OH2:20]>>[O:3]=[C:4]([c:6]1[cH:7][n:8][c:9]2[c:10]([O:18][CH3:19])[c:11]([Cl:17])[cH:12][c:13]([Cl:16])[c:14]2[cH:15]1)[NH:21][NH2:22]. Starting materials: CCOC(=O)c1cnc2c(OC)c(Cl)cc(Cl)c2c1, CCO, NN, O. Product: COc1c(Cl)cc(Cl)c2cc(C(=O)NN)cnc12. Reactants: ClCCl, OC1CCC2(CC1)OCCO2, Oc1ccccc1, c1ccc(P(c2ccccc2)c2ccccc2)cc1. The product is c1ccc(OC2CCC3(CC2)OCCO3)cc1. As a reaction SMILES: [Cl:38][CH2:39][Cl:40].[O:1]1[CH2:2][CH2:3][O:4][C:5]12[CH2:6][CH2:7][CH:8]([OH:11])[CH2:9][CH2:10]2.[OH:12][c:13]1[cH:14][cH:15][cH:16][cH:17][cH:18]1.[c:19]1([P:20]([c:21]2[cH:22][cH:23][cH:24][cH:25][cH:26]2)[c:27]2[cH:28][cH:29][cH:30][cH:31][cH:32]2)[cH:33][cH:34][cH:35][cH:36][cH:37]1>>[O:1]1[CH2:2][CH2:3][O:4][C:5]12[CH2:6][CH2:7][CH:8]([O:11][c:13]1[cH:14][cH:15][cH:16][cH:17][cH:18]1)[CH2:9][CH2:10]2. Starting materials: FC1=C(C(=C(C(=C1O)F)F)F)F (pentafluorophenol), C(C)(C)(C)OC(=O)NCC(=O)N[C@@H]1C[C@H](N(C1)C(=O)OC(C)(C)C)C(=O)O (trans-4-(N-tert-Butoxycarbonylglycyl)amino-N-tert-butoxycarbonyl-L-proline), (1,3-)dicyclohexylcarbodiimide. The solvent is CCOC(=O)C (EtOAc), CCOC(=O)C (EtOAc). Conditions: time 1 hour. The product is FC1=C(C(=C(C(=C1OC([C@H]1N(C[C@@H](C1)NC(CNC(=O)OC(C)(C)C)=O)C(=O)OC(C)(C)C)=O)F)F)F)F (trans-4-(N-tert-Butoxycarbonylglycyl)amino-N-tert-butoxycarbonyl-L-proline pentafluorophenyl ester). The yield is 95.0%. Reaction SMILES: [C:1]([O:5][C:6]([NH:8][CH2:9][C:10]([NH:12][C@H:13]1[CH2:17][N:16]([C:18]([O:20][C:21]([CH3:24])([CH3:23])[CH3:22])=[O:19])[C@H:15]([C:25]([OH:27])=[O:26])[CH2:14]1)=[O:11])=[O:7])([CH3:4])([CH3:3])[CH3:2].[F:28][C:29]1[C:34](O)=[C:33]([F:36])[C:32]([F:37])=[C:31]([F:38])[C:30]=1[F:39]>CCOC(C)=O>[F:28][C:29]1[C:34]([O:26][C:25](=[O:27])[C@@H:15]2[CH2:14][C@@H:13]([NH:12][C:10](=[O:11])[CH2:9][NH:8][C:6]([O:5][C:1]([CH3:4])([CH3:2])[CH3:3])=[O:7])[CH2:17][N:16]2[C:18]([O:20][C:21]([CH3:24])([CH3:23])[CH3:22])=[O:19])=[C:33]([F:36])[C:32]([F:37])=[C:31]([F:38])[C:30]=1[F:39]. Procedure: trans-4-(N-tert-Butoxycarbonylglycyl)amino-N-tert-butoxycarbonyl-L-proline (1.96 g, 5.06 mmol) was dissolved in EtOAc (40 mL) and pentafluorophenol (PFP) (1.03 g, 5.6 mmol) was added in one portion. (1,3-)dicyclohexylcarbodiimide (DCC 1.15 g, 5.6 mmol) was pre-dissolved in EtOAc (10 mL) and added dropwise over 1 minute. A white precipitate immediately formed which, upon stirring for 1 hour, 1:5 was filtered and the filtrate was concentrated to dryness to reveal the title compound in 95% yield. Starting materials: CNC(=O)N(OCc1ccccc1)C(C)c1ccc(-n2c(C)ccc2C)cc1, CCOC(C)=O. Yields the product CNC(=O)N(O)C(C)c1ccc(-n2c(C)ccc2C)cc1. RXN SMILES: [CH3:1][NH:2][C:3](=[O:4])[N:5]([O:6][CH2:7][c:8]1[cH:9][cH:10][cH:11][cH:12][cH:13]1)[CH:14]([CH3:15])[c:16]1[cH:17][cH:18][c:19](-[n:22]2[c:23]([CH3:28])[cH:24][cH:25][c:26]2[CH3:27])[cH:20][cH:21]1.[CH3:29][CH2:30][O:31][C:32](=[O:33])[CH3:34]>>[CH3:1][NH:2][C:3](=[O:4])[N:5]([OH:6])[CH:14]([CH3:15])[c:16]1[cH:17][cH:18][c:19](-[n:22]2[c:23]([CH3:28])[cH:24][cH:25][c:26]2[CH3:27])[cH:20][cH:21]1. The reactants are CC(C)(C)NS(=O)(=O)C1=NC(=CC=C1)F (N-(1,1-dimethylethyl)-6-fluoro-2-pyridinesulfonamide). Run in FC(C(=O)O)(F)F (trifluoroacetic acid). The product is FC1=CC=CC(=N1)S(=O)(=O)N (6-Fluoropyridine-2-sulfonamide). The yield is 82.1%. As a reaction SMILES: CC([NH:5][S:6]([C:9]1[CH:14]=[CH:13][CH:12]=[C:11]([F:15])[N:10]=1)(=[O:8])=[O:7])(C)C>FC(F)(F)C(O)=O>[F:15][C:11]1[N:10]=[C:9]([S:6]([NH2:5])(=[O:7])=[O:8])[CH:14]=[CH:13][CH:12]=1. Procedure details: To 100 ml trifluoroacetic acid was added 11.6 g (50 mmol) of N-(1,1-dimethylethyl)-6-fluoro-2-pyridinesulfonamide and the mixture was refluxed for two days. The volatiles were then removed in vacuo and the residue triturated with ether to afford 7.23 g of tan solid, m.p. 110° C. to 111° C. The reactants are CS(C)=O, C(=NC1CCCCC1)=NC1CCCCC1, Cl, O=C(Nc1ccc(C(=O)N2CC3CC(O)CN3Cc3ccccc32)cc1)c1ccccc1-c1ccccc1, O=C(O)C(F)(F)F. The product is O=C1CC2CN(C(=O)c3ccc(NC(=O)c4ccccc4-c4ccccc4)cc3)c3ccccc3CN2C1. RXN SMILES: [CH3:62][S:63](=[O:64])[CH3:65].[CH:39]1([N:40]=[C:41]=[N:42][CH:43]2[CH2:44][CH2:45][CH2:46][CH2:47][CH2:48]2)[CH2:49][CH2:50][CH2:51][CH2:52][CH2:53]1.[ClH:61].[OH:1][CH:2]1[CH2:3][CH:4]2[CH2:5][N:6]([C:16]([c:17]3[cH:18][cH:19][c:20]([NH:23][C:24]([c:25]4[c:26](-[c:31]5[cH:32][cH:33][cH:34][cH:35][cH:36]5)[cH:27][cH:28][cH:29][cH:30]4)=[O:37])[cH:21][cH:22]3)=[O:38])[c:7]3[c:8]([cH:12][cH:13][cH:14][cH:15]3)[CH2:9][N:10]2[CH2:11]1.[OH:54][C:55]([C:56]([F:57])([F:58])[F:59])=[O:60]>>[O:1]=[C:2]1[CH2:3][CH:4]2[CH2:5][N:6]([C:16]([c:17]3[cH:18][cH:19][c:20]([NH:23][C:24]([c:25]4[c:26](-[c:31]5[cH:32][cH:33][cH:34][cH:35][cH:36]5)[cH:27][cH:28][cH:29][cH:30]4)=[O:37])[cH:21][cH:22]3)=[O:38])[c:7]3[c:8]([cH:12][cH:13][cH:14][cH:15]3)[CH2:9][N:10]2[CH2:11]1. The reactants are O=C([O-])[O-], [Cs+], [Cs+], Cc1ccc(C#N)c(F)c1F, CN(C)C=O, COc1c(O)cccc1C=O. The product is COc1c(C=O)cccc1Oc1c(C#N)ccc(C)c1F. Reaction SMILES: [C:23](=[O:24])([O-:25])[O-:26].[Cs+:27].[Cs+:28].[F:1][c:2]1[c:3]([C:4]#[N:5])[cH:6][cH:7][c:8]([CH3:11])[c:9]1[F:10].[O:29]=[CH:30][N:31]([CH3:32])[CH3:33].[OH:12][c:13]1[c:14]([O:21][CH3:22])[c:15]([CH:16]=[O:17])[cH:18][cH:19][cH:20]1>>[c:2]1([O:12][c:13]2[c:14]([O:21][CH3:22])[c:15]([CH:16]=[O:17])[cH:18][cH:19][cH:20]2)[c:3]([C:4]#[N:5])[cH:6][cH:7][c:8]([CH3:11])[c:9]1[F:10].